From a dataset of the Open Reaction Database (ORD), a public repository of structured organic reaction records. describe an organic reaction: reactants, conditions, products, and yield The reactants are CCOC(=O)C(CO)NC(=O)CCC(NC(=O)OCc1ccccc1)C(=O)OCC, CCO. The product is CCOC(=O)C(N)CCC(=O)NC(CO)C(=O)OCC. Reaction SMILES: [CH2:1]([CH3:2])[O:3][C:4]([CH:5]([CH2:6][CH2:7][C:8]([NH:9][CH:10]([CH2:11][OH:12])[C:13](=[O:14])[O:15][CH2:16][CH3:17])=[O:18])[NH:19][C:20]([O:21][CH2:22][c:23]1[cH:24][cH:25][cH:26][cH:27][cH:28]1)=[O:29])=[O:30].[CH3:31][CH2:32][OH:33]>>[CH2:1]([CH3:2])[O:3][C:4]([CH:5]([CH2:6][CH2:7][C:8]([NH:9][CH:10]([CH2:11][OH:12])[C:13](=[O:14])[O:15][CH2:16][CH3:17])=[O:18])[NH2:19])=[O:30]. Starting materials: two, C=CC=C (1,3-Butadiene), C1CCOC1 (THF), [Mg] (magnesium), C[Si](Cl)(Cl)C1=CC=CC=C1 (methylphenyldichlorosilane), C=CC=C (1,3-butadiene). Run in C(CO)O (Ethylene glycol), CCOCC (Ether). Run at time 24 hour. The product is C[Si]1(CC=CC1)C1=CC=CC=C1 (1-Methyl-1-Phenyl-1-Silacyclopent-3-ene). Yield: 42.0%. Reaction SMILES: [Mg].[CH3:2][Si:3]([C:6]1[CH:11]=[CH:10][CH:9]=[CH:8][CH:7]=1)(Cl)Cl.[CH2:12]1[CH2:16]O[CH2:14][CH2:13]1.C=CC=C>CCOCC.C(O)CO>[CH3:2][Si:3]1([C:6]2[CH:11]=[CH:10][CH:9]=[CH:8][CH:7]=2)[CH2:14][CH:13]=[CH:12][CH2:16]1. Reported procedure: In a 500 mL two neck rb flask equipped with a reflux condenser, a Teflon covered magnetic stirring bar and a rubber septum was placed active magnesium powder (9.6 g, 0.4 mol), methylphenyldichlorosilane (38.2 g, 0.2 mol) and THF (300 mL). The reflux condenser was connected to a refrigeration unit. Ethylene glycol cooled to -20° C. was circulated through the reflux condenser. 1,3-Butadiene (15.1 g, 0.28 mol) was condensed at -78° C. into a volumetric flask which was sealed with a rubber septum. T... Starting materials: CNN, COc1ccc(P2(=S)SP(=S)(c3ccc(OC)cc3)S2)cc1, COc1ccc(OC)c(C(=O)O)c1, CN(C)c1ccncc1, ClCCl. The product is COc1ccc(OC)c(C(=S)N(C)N)c1. Reaction SMILES: [CH3:14][NH:15][NH2:16].[CH3:17][O:18][c:19]1[cH:20][cH:21][c:22]([P:23]2(=[S:26])[S:24][P:25]([c:27]3[cH:28][cH:29][c:30]([O:31][CH3:32])[cH:33][cH:34]3)(=[S:35])[S:36]2)[cH:37][cH:38]1.[CH3:1][O:2][c:3]1[c:4]([C:5]([OH:6])=[O:7])[cH:8][c:9]([O:12][CH3:13])[cH:10][cH:11]1.[CH3:39][N:40]([c:41]1[cH:42][cH:43][n:44][cH:45][cH:46]1)[CH3:47].[Cl:48][CH2:49][Cl:50]>>[CH3:1][O:2][c:3]1[c:4]([C:5]([N:15]([CH3:14])[NH2:16])=[S:26])[cH:8][c:9]([O:12][CH3:13])[cH:10][cH:11]1. Reactants: CC(C)C1OCCN1CC1CO1, [N-]=[N+]=[N-], [Na+], C1COCCO1. The product is CC(C)C1OCCN1CC(O)CN=[N+]=[N-]. RXN SMILES: [CH2:1]([CH:2]1[CH2:3][O:4]1)[N:5]1[CH:6]([CH:10]([CH3:11])[CH3:12])[O:7][CH2:8][CH2:9]1.[N-:14]=[N+:15]=[N-:16].[Na+:13].[O:17]1[CH2:18][CH2:19][O:20][CH2:21][CH2:22]1>>[CH2:1]([CH:2]([CH2:3][N:14]=[N+:15]=[N-:16])[OH:4])[N:5]1[CH:6]([CH:10]([CH3:11])[CH3:12])[O:7][CH2:8][CH2:9]1. Product: CC1(C)CC(OC(=O)c2ccccc2)CC(C)(C)N1OCCO. Starting materials: CC1(C)CC(OC(=O)c2ccccc2)CC(C)(C)N1O, CCCC[SnH](CCCC)CCCC, CCCCCCC, Clc1ccccc1, OCCI. As a reaction SMILES: [C:18]([c:19]1[cH:20][cH:21][cH:22][cH:23][cH:24]1)(=[O:25])[O:26][CH:27]1[CH2:28][C:29]([CH3:36])([CH3:37])[N:30]([OH:35])[C:31]([CH3:33])([CH3:34])[CH2:32]1.[CH2:1]([SnH:2]([CH2:3][CH2:4][CH2:5][CH3:6])[CH2:7][CH2:8][CH2:9][CH3:10])[CH2:11][CH2:12][CH3:13].[CH3:38][CH2:39][CH2:40][CH2:41][CH2:42][CH2:43][CH3:44].[Cl:45][c:46]1[cH:47][cH:48][cH:49][cH:50][cH:51]1.[I:14][CH2:15][CH2:16][OH:17]>>[CH2:15]([CH2:16][OH:17])[O:35][N:30]1[C:29]([CH3:36])([CH3:37])[CH2:28][CH:27]([O:26][C:18]([c:19]2[cH:20][cH:21][cH:22][cH:23][cH:24]2)=[O:25])[CH2:32][C:31]1([CH3:33])[CH3:34]. Starting materials: C1(=CC=CC=C1)P(C1=CC=CC=C1)C1=CC=CC=C1 (triphenylphosphane), C(C)(C)(C)OC(=O)N(C(OC(C)(C)C)=O)C1=NC=C(N=C1C#C)C1=CC=C(C=C1)S(=O)(=O)C(C)C (tert-butyl N-tert-butoxycarbonyl-N-[3-ethynyl-5-(4-isopropylsulfonylphenyl)pyrazin-2-yl]carbamate), C(C1=CC=CC=C1)(=O)Cl (benzoyl chloride), TEA, C(=O)(C(F)(F)F)O (TFA). The reagents and catalysts are [Cu]I (CuI), Cl[Pd]Cl (dichloropalladium). The solvent is C(Cl)Cl (DCM), C1CCOC1 (THF). Conditions: time 8 hour. Yields the product NC=1C(=NC(=CN1)C1=CC=C(C=C1)S(=O)(=O)C(C)C)C#CC(=O)C1=CC=CC=C1 (3-(3-amino-6-(4-(isopropylsulfonyl)phenyl)pyrazin-2-yl)-1-phenylprop-2-yn-1-one). Reaction SMILES: C(OC([N:8]([C:16]1[C:21]([C:22]#[CH:23])=[N:20][C:19]([C:24]2[CH:29]=[CH:28][C:27]([S:30]([CH:33]([CH3:35])[CH3:34])(=[O:32])=[O:31])=[CH:26][CH:25]=2)=[CH:18][N:17]=1)C(=O)OC(C)(C)C)=O)(C)(C)C.[C:36](Cl)(=[O:43])[C:37]1[CH:42]=[CH:41][CH:40]=[CH:39][CH:38]=1.C1(P(C2C=CC=CC=2)C2C=CC=CC=2)C=CC=CC=1.C(O)(C(F)(F)F)=O>C1COCC1.C(Cl)Cl.Cl[Pd]Cl.[Cu]I>[NH2:8][C:16]1[C:21]([C:22]#[C:23][C:36]([C:37]2[CH:42]=[CH:41][CH:40]=[CH:39][CH:38]=2)=[O:43])=[N:20][C:19]([C:24]2[CH:29]=[CH:28][C:27]([S:30]([CH:33]([CH3:34])[CH3:35])(=[O:32])=[O:31])=[CH:26][CH:25]=2)=[CH:18][N:17]=1. Procedure: tert-butyl N-tert-butoxycarbonyl-N-[3-ethynyl-5-(4-isopropylsulfonylphenyl)pyrazin-2-yl]carbamate (200 mg, 0.3987 mmol), benzoyl chloride (56.04 mg, 46.28 μL, 0.3987 mmol), TEA (44.38 mg, 61.13 μL, 0.4386 mmol) was added to a solution of dichloropalladium; triphenylphosphane (27.98 mg, 0.03987 mmol) and CuI (15.19 mg, 0.07974 mmol) in degassed THF (4 mL). The reaction mixture was stirred overnight at ambient temperature. The reaction mixture was concentrated in vacuo. The residue was partitioned... Yields the product C(C(=C)C)(=O)OC (methyl methacrylate), O=CC(C)=C (methacrolein). RXN SMILES: [O:1]=[CH:2][C:3](=[CH2:5])[CH3:4].[OH2:6].[CH3:7]O>>[C:2]([O:6][CH3:7])(=[O:1])[C:3]([CH3:4])=[CH2:5].[O:1]=[CH:2][C:3](=[CH2:4])[CH3:5]. Reported procedure: Liquid mixture (IV): a liquid mixture containing liquid methacrolein and liquid methanol, which, in the method of the present invention, is obtained by separation from a reaction mixture (containing methyl methacrylate, water, methacrolein and methanol) produced by the above-mentioned oxidative esterification reaction (the direct ML-to-MMA synthesis reaction). This liquid mixture (IV) can be recycled and introduced into the dehydration tower at an upper portion thereof as the above-mentioned liq... Reactants: O (water), CO (methanol), mixture ( IV ), O=CC(C)=C (methacrolein), CO (methanol).